Dataset: the Open Reaction Database (ORD), a public repository of structured organic reaction records. Task: describe an organic reaction: reactants, conditions, products, and yield Reactants: CCOC(=O)/N=N/C(=O)OCC (Diethylazodicarboxylate), COC(C1=CC=C(C=C1)O)=O (4-Hydroxy-benzoic acid methyl ester), ClCCCCCO (5-chloro-1-pentanol), C1(=CC=CC=C1)P(C1=CC=CC=C1)C1=CC=CC=C1 (triphenylphosphine). Run in C1CCOC1 (THF). Run at temperature 0 celsius, time 3 day. Product: N (NH3), COC(C1=CC=C(C=C1)OCCCCCCl)=O (4-(5-Chloro-pentyloxy)-benzoic acid methyl ester). The yield is 44.4%. RXN SMILES: [CH3:1][O:2][C:3](=[O:11])[C:4]1[CH:9]=[CH:8][C:7]([OH:10])=[CH:6][CH:5]=1.[Cl:12][CH2:13][CH2:14][CH2:15][CH2:16][CH2:17]O.C1(P(C2C=CC=CC=2)C2C=CC=CC=2)C=CC=CC=1.CCOC(/[N:43]=N/C(OCC)=O)=O>C1COCC1>[NH3:43].[CH3:1][O:2][C:3](=[O:11])[C:4]1[CH:9]=[CH:8][C:7]([O:10][CH2:17][CH2:16][CH2:15][CH2:14][CH2:13][Cl:12])=[CH:6][CH:5]=1. Reported procedure: 4-Hydroxy-benzoic acid methyl ester (1.52 g, 10 mmol), 5-chloro-1-pentanol (1.22 g, 10 mmol) and triphenylphosphine (2.62 g, 10 mmol) are dissolved in dry THF (30 mL) and cooled to 0° C. Diethylazodicarboxylate (DEAD) (1.74 g, 10 mmol) is dropped into this mixture at 0° C. and stirred at room temperature for 3 days. The reaction mixture is washed with brine, dried over Na2SO4, filtered and evaporated. The crude product is purified using silica-gel column chromatography (CH2Cl2 only to CH2Cl2:2 M... Reactants: CCO, ClCc1ccccc1I, S=C1NC(c2ccccc2)C(c2ccccc2)N1. Product: Cl, Ic1ccccc1CSC1=NC(c2ccccc2)C(c2ccccc2)N1. Reaction SMILES: [CH3:28][CH2:29][OH:30].[I:19][c:20]1[c:21]([CH2:22][Cl:23])[cH:24][cH:25][cH:26][cH:27]1.[c:1]1([CH:7]2[NH:8][C:9](=[S:18])[NH:10][CH:11]2[c:12]2[cH:13][cH:14][cH:15][cH:16][cH:17]2)[cH:2][cH:3][cH:4][cH:5][cH:6]1>>[ClH:23].[c:1]1([CH:7]2[NH:8][C:9]([S:18][CH2:22][c:21]3[c:20]([I:19])[cH:27][cH:26][cH:25][cH:24]3)=[N:10][CH:11]2[c:12]2[cH:13][cH:14][cH:15][cH:16][cH:17]2)[cH:2][cH:3][cH:4][cH:5][cH:6]1. Reactants: C(CCCCC)C=1C=C(C=CC1)C1=NC(=C(N1C)C(=O)N1CCC(CC1)N1CCCC1)C#CCOC ([2-(3-Hexyl-phenyl)-5-(3-methoxy-prop-1-ynyl)-3-methyl-3H-imidazol-4-yl]-(4-pyrrolidin-1-yl-piperidin-1-yl)-methanone). Reagents/catalysts: [Pt]=O (platinum oxide). Yields the product C(CCCCC)C=1C=C(C=CC1)C1=NC(=C(N1C)C(=O)N1CCC(CC1)N1CCCC1)CCCOC ([2-(3-Hexyl-phenyl)-5-(3-methoxy-propyl)-3-methyl-3H-imidazol-4-yl]-(4-pyrrolidin-1-yl-piperidin-1-yl)-methanone). Reaction SMILES: [CH2:1]([C:7]1[CH:8]=[C:9]([C:13]2[N:17]([CH3:18])[C:16]([C:19]([N:21]3[CH2:26][CH2:25][CH:24]([N:27]4[CH2:31][CH2:30][CH2:29][CH2:28]4)[CH2:23][CH2:22]3)=[O:20])=[C:15]([C:32]#[C:33][CH2:34][O:35][CH3:36])[N:14]=2)[CH:10]=[CH:11][CH:12]=1)[CH2:2][CH2:3][CH2:4][CH2:5][CH3:6]>[Pt]=O>[CH2:1]([C:7]1[CH:8]=[C:9]([C:13]2[N:17]([CH3:18])[C:16]([C:19]([N:21]3[CH2:26][CH2:25][CH:24]([N:27]4[CH2:31][CH2:30][CH2:29][CH2:28]4)[CH2:23][CH2:22]3)=[O:20])=[C:15]([CH2:32][CH2:33][CH2:34][O:35][CH3:36])[N:14]=2)[CH:10]=[CH:11][CH:12]=1)[CH2:2][CH2:3][CH2:4][CH2:5][CH3:6]. Reported procedure: In analogy to the procedure described for example 14, [2-(3-hexyl-phenyl)-5-(3-methoxy-prop-1-ynyl)-3-methyl-3H-imidazol-4-yl]-(4-pyrrolidin-1-yl-piperidin-1-yl)-methanone (example 32) was hydrogenated using platinum oxide as catalyst to give the title compound as light yellow oil. MS: 495.4 (MH+). The reactants are Cc1ccccc1, CCOC(C)=O, CN(C)C=O, O=C(Cl)CCCl, Cc1nc(-c2ccccc2)cc(-c2cccc(C#N)c2)c1N, [Na+], [OH-], O, c1ccncc1. Yields the product Cc1nc(-c2ccccc2)cc(-c2cccc(C#N)c2)c1NC(=O)CCCl. RXN SMILES: [CH3:37][c:38]1[cH:39][cH:40][cH:41][cH:42][cH:43]1.[CH3:45][CH2:46][O:47][C:48](=[O:49])[CH3:50].[CH3:51][N:52]([CH3:53])[CH:54]=[O:55].[Cl:29][CH2:30][CH2:31][C:32](=[O:33])[Cl:34].[NH2:1][c:2]1[c:3]([CH3:22])[n:4][c:5](-[c:16]2[cH:17][cH:18][cH:19][cH:20][cH:21]2)[cH:6][c:7]1-[c:8]1[cH:9][c:10]([C:14]#[N:15])[cH:11][cH:12][cH:13]1.[Na+:36].[OH-:35].[OH2:44].[cH:23]1[cH:24][cH:25][n:26][cH:27][cH:28]1>>[NH:1]([c:2]1[c:3]([CH3:22])[n:4][c:5](-[c:16]2[cH:17][cH:18][cH:19][cH:20][cH:21]2)[cH:6][c:7]1-[c:8]1[cH:9][c:10]([C:14]#[N:15])[cH:11][cH:12][cH:13]1)[C:32]([CH2:31][CH2:30][Cl:29])=[O:33]. Reactants: ClC1=CC(=NC(=C1)C(F)(F)F)C1=CC(=CC=C1)Cl (4-chloro-2-(3-chlorophenyl)-6-(trifluoromethyl)pyridine), C(C)OC(CC1=CC=C(C=C1)N)=O (4-aminophenyl acetic acid ethyl ester), C=1C=CC(=CC1)P(C=2C=CC=CC2)C3=CC=C4C=CC=CC4=C3C5=C6C=CC=CC6=CC=C5P(C=7C=CC=CC7)C=8C=CC=CC8 (rac-BINAP), C([O-])([O-])=O.[Cs+].[Cs+] (cesium carbonate). The reagents and catalysts are C(C)(=O)[O-].[Pd+2].C(C)(=O)[O-] (palladium acetate). Run in O1CCOCC1 (dioxane). Run at temperature 120 celsius. Yields the product ClC=1C=C(C=CC1)C1=NC(=CC(=C1)NC1=CC=C(C=C1)CC(=O)OCC)C(F)(F)F (ethyl 2-(4-((2-(3-chlorophenyl)-6-(trifluoromethyl)pyridin-4-yl)amino)phenyl)acetate). Yield: 28.9%. RXN SMILES: Cl[C:2]1[CH:7]=[C:6]([C:8]([F:11])([F:10])[F:9])[N:5]=[C:4]([C:12]2[CH:17]=[CH:16][CH:15]=[C:14]([Cl:18])[CH:13]=2)[CH:3]=1.[CH2:19]([O:21][C:22](=[O:31])[CH2:23][C:24]1[CH:29]=[CH:28][C:27]([NH2:30])=[CH:26][CH:25]=1)[CH3:20].C1C=CC(P(C2C(C3C(P(C4C=CC=CC=4)C4C=CC=CC=4)=CC=C4C=3C=CC=C4)=C3C(C=CC=C3)=CC=2)C2C=CC=CC=2)=CC=1.C(=O)([O-])[O-].[Cs+].[Cs+]>O1CCOCC1.C([O-])(=O)C.[Pd+2].C([O-])(=O)C>[Cl:18][C:14]1[CH:13]=[C:12]([C:4]2[CH:3]=[C:2]([NH:30][C:27]3[CH:26]=[CH:25][C:24]([CH2:23][C:22]([O:21][CH2:19][CH3:20])=[O:31])=[CH:29][CH:28]=3)[CH:7]=[C:6]([C:8]([F:11])([F:10])[F:9])[N:5]=2)[CH:17]=[CH:16][CH:15]=1 |f:3.4.5,7.8.9|. Procedure: A 10-mL microwave vial was charged with 4-chloro-2-(3-chlorophenyl)-6-(trifluoromethyl)pyridine (0.150 g, 0.51 mmol), 4-aminophenyl acetic acid ethyl ester (0.138 g, 0.77 mmol), palladium acetate (0.006 g, 0.026 mmol), rac-BINAP (0.024 g, 0.038 mmol) and cesium carbonate (0.418 g, 1.28 mmol) in dioxane (5 mL) under argon. The reaction mixture was heated to 120° C. under microwave irradiation for 2 h. After this time, the reaction mixture was cooled and absorbed onto silica (4 g). Purification by... Starting materials: C1C=CC2=CC=CC=C12 (indene), IC1=CC(=CC(=C1)C(F)(F)F)C(F)(F)F (1-iodo-3,5-bis(trifluoromethyl)-benzene). The reagents and catalysts are CC(=O)[O-].CC(=O)[O-].[Pd+2] (Pd(OAc)2). Run in C(C)N(CC)CC (triethylamine). The product is FC(C=1C=C(C=C(C1)C(F)(F)F)C=1CC2=CC=CC=C2C1)(F)F (2-(3,5-bis-(trifluoromethyl)-phenyl)-indene). As a reaction SMILES: [CH2:1]1[C:9]2[C:4](=[CH:5][CH:6]=[CH:7][CH:8]=2)[CH:3]=[CH:2]1.I[C:11]1[CH:16]=[C:15]([C:17]([F:20])([F:19])[F:18])[CH:14]=[C:13]([C:21]([F:24])([F:23])[F:22])[CH:12]=1>CC([O-])=O.CC([O-])=O.[Pd+2].C(N(CC)CC)C>[F:18][C:17]([F:19])([F:20])[C:15]1[CH:16]=[C:11]([C:2]2[CH2:3][C:4]3[C:9]([CH:1]=2)=[CH:8][CH:7]=[CH:6][CH:5]=3)[CH:12]=[C:13]([C:21]([F:22])([F:23])[F:24])[CH:14]=1 |f:2.3.4|. Procedure: 20 ml of triethylamine, 2.2 g (20 mmole) of indene, 6.8 g (20 mmole) of 1-iodo-3,5-bis(trifluoromethyl)-benzene and 0.134 g (0.6 mmole) and 0.134 g (0.6 mmole) of Pd(OAc)2 were stirred under relux for 12 h. After it all triethylamine was removed under reduced pressure. The residue was treated with the mixture 50 ml of water and 50 ml of diethyl ether. The reactants are CC(=O)N1CCC(c2c[nH]c3ccc([N+](=O)[O-])cc23)CC1, CCO, [Na+], [OH-]. Yields the product O=[N+]([O-])c1ccc2[nH]cc(C3CCNCC3)c2c1. RXN SMILES: [C:1](=[O:2])([CH3:3])[N:4]1[CH2:5][CH2:6][CH:7]([c:10]2[cH:11][nH:12][c:13]3[cH:14][cH:15][c:16]([N+:19](=[O:20])[O-:21])[cH:17][c:18]23)[CH2:8][CH2:9]1.[CH3:24][CH2:25][OH:26].[Na+:23].[OH-:22]>>[NH:4]1[CH2:5][CH2:6][CH:7]([c:10]2[cH:11][nH:12][c:13]3[cH:14][cH:15][c:16]([N+:19](=[O:20])[O-:21])[cH:17][c:18]23)[CH2:8][CH2:9]1.